From a dataset of the Open Reaction Database (ORD), a public repository of structured organic reaction records. describe an organic reaction: reactants, conditions, products, and yield Reactants: O=C([O-])[O-], CN(C)C=O, [Cs+], [Cs+], Cc1ccc(S(=O)(=O)OCC2CO2)cc1, O, Oc1cccc2ncccc12. Yields the product c1cc(OCC2CO2)c2cccnc2c1. Reaction SMILES: [C:1](=[O:2])([O-:3])[O-:4].[CH3:7][N:8]([CH3:9])[CH:10]=[O:11].[Cs+:5].[Cs+:6].[O:23]([S:24]([c:25]1[cH:26][cH:27][c:28]([CH3:29])[cH:30][cH:31]1)(=[O:32])=[O:33])[CH2:34][CH:35]1[CH2:36][O:37]1.[OH2:38].[OH:12][c:13]1[c:14]2[cH:15][cH:16][cH:17][n:18][c:19]2[cH:20][cH:21][cH:22]1>>[O:12]([c:13]1[c:14]2[cH:15][cH:16][cH:17][n:18][c:19]2[cH:20][cH:21][cH:22]1)[CH2:34][CH:35]1[CH2:36][O:37]1. As a reaction SMILES: [Cl:5][c:6]1[cH:7][c:8]([O:12][c:13]2[c:14]([C:19]([C:20](=[O:21])[O:22][CH3:23])=[CH:24][O:25][CH3:26])[cH:15][cH:16][cH:17][cH:18]2)[n:9][cH:10][n:11]1.[N-:2]=[N+:3]=[N-:4].[Na+:1].[O:28]=[CH:29][N:30]([CH3:31])[CH3:32].[OH2:27]>>[N:2](=[N+:3]=[N-:4])[c:6]1[cH:7][c:8]([O:12][c:13]2[c:14]([C:19]([C:20](=[O:21])[O:22][CH3:23])=[CH:24][O:25][CH3:26])[cH:15][cH:16][cH:17][cH:18]2)[n:9][cH:10][n:11]1. Reactants: COC=C(C(=O)OC)c1ccccc1Oc1cc(Cl)ncn1, [N-]=[N+]=[N-], [Na+], CN(C)C=O, O. Yields the product COC=C(C(=O)OC)c1ccccc1Oc1cc(N=[N+]=[N-])ncn1.